From a dataset of the Open Reaction Database (ORD), a public repository of structured organic reaction records. describe an organic reaction: reactants, conditions, products, and yield The reactants are [BH4-], CCCCN1CC(=O)N(c2cc(OC)c(Cl)cc2F)C1=S, CO, [Na+]. Product: CCCCN1CC(O)N(c2cc(OC)c(Cl)cc2F)C1=S. As a reaction SMILES: [BH4-:22].[CH2:1]([CH2:2][CH2:3][CH3:4])[N:5]1[C:6](=[S:21])[N:7]([c:11]2[c:12]([F:20])[cH:13][c:14]([Cl:19])[c:15]([O:17][CH3:18])[cH:16]2)[C:8](=[O:10])[CH2:9]1.[CH3:24][OH:25].[Na+:23]>>[CH2:1]([CH2:2][CH2:3][CH3:4])[N:5]1[C:6](=[S:21])[N:7]([c:11]2[c:12]([F:20])[cH:13][c:14]([Cl:19])[c:15]([O:17][CH3:18])[cH:16]2)[CH:8]([OH:10])[CH2:9]1.